Dataset: the Open Reaction Database (ORD), a public repository of structured organic reaction records. Task: describe an organic reaction: reactants, conditions, products, and yield Reactants: C12C(CCC1)O2 (cyclopentene oxide), N1CCCCC1 (piperidine). Yields the product N1(CCCCC1)[C@H]1[C@@H](CCC1)O ((±)-trans-2-(1-Piperidyl)cyclopentanol). Yield: 81.0%. As a reaction SMILES: [CH:1]12[O:6][CH:2]1[CH2:3][CH2:4][CH2:5]2.[NH:7]1[CH2:12][CH2:11][CH2:10][CH2:9][CH2:8]1>>[N:7]1([C@@H:2]2[CH2:3][CH2:4][CH2:5][C@H:1]2[OH:6])[CH2:12][CH2:11][CH2:10][CH2:9][CH2:8]1. Procedure details: The title compound was prepared in 81% yield from cyclopentene oxide and piperidine by essentially following the procedures outlined in Example 20, Part A. Starting materials: COC(CC=1C=C2C(=CN(C2=CC1)CCC)CC1=C(C=C(C(=O)OC)C=C1)OC)OC (methyl 4-[5-(2,2-dimethoxyethyl)-1-propylindol-3-ylmethyl]-3-methoxybenzoate), Cl (hydrochloric acid). The solvent is O1CCCC1 (tetrahydrofuran). Yields the product C(=O)CC=1C=C2C(=CN(C2=CC1)CCC)CC1=C(C=C(C(=O)OC)C=C1)OC (Methyl 4-(5-formylmethyl-1-propylindol- 3-ylmethyl)-3-methoxybenzoate). Reaction SMILES: C[O:2][CH:3](OC)[CH2:4][C:5]1[CH:6]=[C:7]2[C:11](=[CH:12][CH:13]=1)[N:10]([CH2:14][CH2:15][CH3:16])[CH:9]=[C:8]2[CH2:17][C:18]1[CH:27]=[CH:26][C:21]([C:22]([O:24][CH3:25])=[O:23])=[CH:20][C:19]=1[O:28][CH3:29].Cl>O1CCCC1>[CH:3]([CH2:4][C:5]1[CH:6]=[C:7]2[C:11](=[CH:12][CH:13]=1)[N:10]([CH2:14][CH2:15][CH3:16])[CH:9]=[C:8]2[CH2:17][C:18]1[CH:27]=[CH:26][C:21]([C:22]([O:24][CH3:25])=[O:23])=[CH:20][C:19]=1[O:28][CH3:29])=[O:2]. Procedure details: A solution of methyl 4-[5-(2,2-dimethoxyethyl)-1-propylindol-3-ylmethyl]-3-methoxybenzoate (0.46 g) in tetrahydrofuran (7 ml) and b 1M hydrochloric acid (3.6 ml) was stirred at ambient temperature for 11 h, under a nitrogen atmosphere. The mixture was poured onto water, extracted with ethyl acetate (twice), and the extract washed with water (twice), brine, and then dried (MgSO4). The solvent was evaporated to give a dark oil which was used in the next step without further purification. The reactants are BrN1C(CCC1=O)=O (N-bromosuccinimide), N(=NC(C#N)(C)C)C(C#N)(C)C (azobisisobutyronitrile), BrC=1C=CC(=NC1)C (5-bromo-2-picoline). Run in C(Cl)(Cl)(Cl)Cl (carbon tetrachloride). The product is BrC=1C=CC(=NC1)CBr (5-bromo-2-bromomethylpyridine). RXN SMILES: [Br:1][C:2]1[CH:3]=[CH:4][C:5]([CH3:8])=[N:6][CH:7]=1.[Br:9]N1C(=O)CCC1=O.N(C(C)(C)C#N)=NC(C)(C)C#N>C(Cl)(Cl)(Cl)Cl>[Br:1][C:2]1[CH:3]=[CH:4][C:5]([CH2:8][Br:9])=[N:6][CH:7]=1. Procedure: A 4.69 g (27 mmol) sample of 5-bromo-2-picoline from step 1 was dissolved in 250 mL of carbon tetrachloride, treated with 4.85 g (27 mmol) of N-bromosuccinimide (NBS) and 400 mg (2.4 mmol) of azobisisobutyronitrile (AIBN), and stirred at reflux for 3 h. Filtration and concentration in vacuo provided crude 5-bromo-2-bromomethylpyridine which was 64% monobrominated by NMR; no purification was attempted: NMR (CDCl3) δ4.50 (s, 2H), 7.34 (d, J=8 Hz, 1H), 7.82 (dd, J=8 and 2 Hz, 1H), 8.63 (d, J=2 Hz, ... Starting materials: CO, COC(=O)c1ccn2c(C)c(CCc3ccc4nc(N)oc4c3)nc2c1, [Na+], [OH-], O. Yields the product Cc1c(CCc2ccc3nc(N)oc3c2)nc2cc(C(=O)O)ccn12. Reaction SMILES: [CH3:28][OH:29].[NH2:1][c:2]1[o:3][c:4]2[c:5]([n:6]1)[cH:7][cH:8][c:9]([CH2:11][CH2:12][c:13]1[n:14][c:15]3[n:16]([cH:17][cH:18][c:19]([C:21](=[O:22])[O:23][CH3:24])[cH:20]3)[c:25]1[CH3:26])[cH:10]2.[Na+:31].[OH-:30].[OH2:27]>>[NH2:1][c:2]1[o:3][c:4]2[c:5]([n:6]1)[cH:7][cH:8][c:9]([CH2:11][CH2:12][c:13]1[n:14][c:15]3[n:16]([cH:17][cH:18][c:19]([C:21](=[O:22])[OH:23])[cH:20]3)[c:25]1[CH3:26])[cH:10]2. Reactants: CN(C)C=C1C(C(CC1)(C)C)=O (2-[(dimethylamino)methylene]-5,5-dimethylcyclopentanone), O.NN (hydrazine hydrate). Run in C(C)O (ethanol). Yields the product CC1(CCC2=CNN=C21)C (2,4,5,6-tetrahydro-6,6-dimethylcyclopentapyrazole). The yield is 102.8%. RXN SMILES: C[N:2]([CH:4]=[C:5]1[CH2:9][CH2:8][C:7]([CH3:11])([CH3:10])[C:6]1=O)C.O.[NH2:14]N>C(O)C>[CH3:10][C:7]1([CH3:11])[C:6]2[C:5](=[CH:4][NH:2][N:14]=2)[CH2:9][CH2:8]1 |f:1.2|. Procedure details: To a solution of 2-[(dimethylamino)methylene]-5,5-dimethylcyclopentanone (12.5 g, 75 mmol) in ethanol (100 mL) at room temperature was added hydrazine hydrate (4 mL, 82.3 mmol). The reaction mixture was heated at reflux overnight. It was then cooled to room temperature and concentrated. Water (700 mL) was added to the residue, and the resulting solution was extracted twice with diethyl ether (2×250 mL). The organic extracts were combined, dried over MgSO4 and concentrated to give the title compo...